Dataset: the Open Reaction Database (ORD), a public repository of structured organic reaction records. Task: describe an organic reaction: reactants, conditions, products, and yield Reactants: ClC=1C(=C(C=CC1)[C@@](CCCCOC)(O)[C@H]1CN(CCO1)C(=O)OC(C)(C)C)F ((R)-tert-butyl 2-((R)-1-(3-chloro-2-fluorophenyl)-1-hydroxy-5-methoxypentyl)morpholine-4-carboxylate), [OH-].[Na+] (NaOH). Solvent: CC#N (MeCN), Cl (HCl). Run at time 8 hour. The product is ClC=1C(=C(C=CC1)[C@@](CCCCOC)(O)[C@H]1CNCCO1)F ((R)-1-(3-chloro-2-fluorophenyl)-5-methoxy-1-((R)-morpholin-2-yl)pentan-1-ol). The yield is 92.5%. As a reaction SMILES: [Cl:1][C:2]1[C:3]([F:29])=[C:4]([C@:8]([C@@H:16]2[O:21][CH2:20][CH2:19][N:18](C(OC(C)(C)C)=O)[CH2:17]2)([OH:15])[CH2:9][CH2:10][CH2:11][CH2:12][O:13][CH3:14])[CH:5]=[CH:6][CH:7]=1.[OH-].[Na+]>CC#N.Cl>[Cl:1][C:2]1[C:3]([F:29])=[C:4]([C@:8]([C@@H:16]2[O:21][CH2:20][CH2:19][NH:18][CH2:17]2)([OH:15])[CH2:9][CH2:10][CH2:11][CH2:12][O:13][CH3:14])[CH:5]=[CH:6][CH:7]=1 |f:1.2|. Procedure details: To a solution of (R)-tert-butyl 2-((R)-1-(3-chloro-2-fluorophenyl)-1-hydroxy-5-methoxypentyl)morpholine-4-carboxylate (0.38 g, 0.88 mmol) in MeCN (50 mL), 2 N aq HCl (50 mL) was added slowly at rt. The resulting solution was stirred at rt overnight, basified to pH=10 with 10 N aq NaOH, and evaporated under reduced pressure to remove MeCN. The aqueous layer was extracted with CH2Cl2 (4×5 mL). The combined organic layers were washed with brine and dried over Na2SO4. The solvent was removed in vacu...